This data is from the Open Reaction Database (ORD), a public repository of structured organic reaction records. The task is: describe an organic reaction: reactants, conditions, products, and yield Starting materials: [N+](=O)([O-])C1=C(C=CC=C1)C1=CC=CC=C1 (2-nitrobiphenyl), S([O-])(O)(=O)=O.[Na+] (Sodium bisulfate), BrBr (Bromine). Reagents/catalysts: [Fe](Cl)(Cl)Cl (iron trichloride). The solvent is O (water). Run at temperature 60 celsius, time 30 minute. Product: BrC1=CC=C(C=C1)C1=C(C=CC=C1)[N+](=O)[O-] (4′-bromo-2-nitrobiphenyl). Isolated yield 35.0%. Reaction SMILES: [N+:1]([C:4]1[CH:9]=[CH:8][CH:7]=[CH:6][C:5]=1[C:10]1[CH:15]=[CH:14][CH:13]=[CH:12][CH:11]=1)([O-:3])=[O:2].[Br:16]Br.S(=O)(=O)(O)[O-].[Na+]>[Fe](Cl)(Cl)Cl.O>[Br:16][C:13]1[CH:12]=[CH:11][C:10]([C:5]2[CH:6]=[CH:7][CH:8]=[CH:9][C:4]=2[N+:1]([O-:3])=[O:2])=[CH:15][CH:14]=1 |f:2.3|. Reported procedure: A three neck flask was charged with 2-nitrobiphenyl (1 mol), iron trichloride (55 mmol), and water (200 mL) and set to stir under a nitrogen atmosphere for 30 minutes. Bromine (1.25 mol) was added dropwise over the course of one hour, then set to reflux for four hours, cooled to 60° C., and stirred for 12 hours. Sodium bisulfate (500 mmol) was added slowly, and the mixture rinsed three times with water (200 mL), twice with 5% sodium hydroxide solution (100 ml) and twice more with water (200 mL)....